describe an organic reaction: reactants, conditions, products, and yield From a dataset of the Open Reaction Database (ORD), a public repository of structured organic reaction records. Reactants: C1(=CC=CC=C1)NC(=O)N (phenyl urea), ClC(C(=O)OCC)C(=O)C(F)(F)F (ethyl 2-chloro-4,4,4-trifluoroacetoacetate). Solvent: C(Cl)Cl (methylene chloride). Product: C1(=CC=CC=C1)NC=1OC(=C(N1)C(F)(F)F)C(=O)OCC (Ethyl 2-(phenylamino)4(trifluoromethyl)-5-oxazolecarboxylate). Isolated yield 41.3%. RXN SMILES: [C:1]1([NH:7][C:8]([NH2:10])=[O:9])[CH:6]=[CH:5][CH:4]=[CH:3][CH:2]=1.Cl[CH:12]([C:18]([C:20]([F:23])([F:22])[F:21])=O)[C:13]([O:15][CH2:16][CH3:17])=[O:14]>C(Cl)Cl>[C:1]1([NH:7][C:8]2[O:9][C:12]([C:13]([O:15][CH2:16][CH3:17])=[O:14])=[C:18]([C:20]([F:21])([F:23])[F:22])[N:10]=2)[CH:6]=[CH:5][CH:4]=[CH:3][CH:2]=1. Procedure: By the procedure of Example 4, 8.2 g (60 mmol) of phenyl urea was reacted with 10.9 g (50 mmol) of ethyl 2-chloro-4,4,4-trifluoroacetoacetate at 140°-150° C. for 24 hours. The product mixture was treated with methylene chloride, washed with water, dried and concentrated. The residue was recrystallized from methylcyclohexane to yield 6.2 g of crystal product (m.p.=114°-116° C.) identified in Table I.